Task: describe an organic reaction: reactants, conditions, products, and yield. Dataset: the Open Reaction Database (ORD), a public repository of structured organic reaction records Starting materials: C(=O)([O-])C(O)C(O)C(=O)[O-].[K+].[Na+] (sodium potassium tartrate), CC=1C=C2CCC(C(C2=CC1C)=O)CC(=O)N1CCCC1 (1-[(1,2,3,4-tetrahydro-6,7-dimethyl-1-oxo-2-naphthalenyl)acetyl]pyrrolidine), solution, [H-].COCCO[Al+]OCCOC.[Na+].[H-] (sodium bis(2-methoxyethoxy)aluminum hydride). The solvent is C1(=CC=CC=C1)C (toluene), C1(=CC=CC=C1)C (toluene). Run at time 1 hour. The product is CC=1C=C2CCC(C(C2=CC1C)O)CCN1CCCC1 (1,2,3,4-tetrahydro-6,7-dimethyl-2-[2-(1-pyrrolidinyl)ethyl]-1-naphthalenol). Yield: 93.4%. Reaction SMILES: [CH3:1][C:2]1[CH:3]=[C:4]2[C:9](=[CH:10][C:11]=1[CH3:12])[C:8](=[O:13])[CH:7]([CH2:14][C:15]([N:17]1[CH2:21][CH2:20][CH2:19][CH2:18]1)=O)[CH2:6][CH2:5]2.[H-].COCCO[Al+]OCCOC.[Na+].[H-].C(C(C(C([O-])=O)O)O)([O-])=O.[K+].[Na+]>C1(C)C=CC=CC=1>[CH3:1][C:2]1[CH:3]=[C:4]2[C:9](=[CH:10][C:11]=1[CH3:12])[CH:8]([OH:13])[CH:7]([CH2:14][CH2:15][N:17]1[CH2:21][CH2:20][CH2:19][CH2:18]1)[CH2:6][CH2:5]2 |f:1.2.3.4,5.6.7|. Procedure: To a solution of 1-[(1,2,3,4-tetrahydro-6,7-dimethyl-1-oxo-2-naphthalenyl)acetyl]pyrrolidine (9.5 g) in toluene (100 ml) was added dropwise with stirring a 70% solution of sodium bis(2-methoxyethoxy)aluminum hydride in toluene (29.0 g) under ice-cooling, and the mixture was stirred at the same temperature for one hour, and stirred at 25° C. for three hours. The reaction mixture was cooled again with ice, and thereto was added dropwise a saturated aqueous sodium potassium tartrate solution (30 ml... Starting materials: COc1ccc(C(=O)N2CCN(CCCl)CC2)cc1OC, CS(C)=O, [Cl-], [H-], [NH4+], [Na+], O=C(Nc1ccccn1)c1nc2ccccc2[nH]1. The product is COc1ccc(C(=O)N2CCN(CCn3c(C(=O)Nc4ccccn4)nc4ccccc43)CC2)cc1OC. Reaction SMILES: [CH3:21][O:22][c:23]1[cH:24][c:25]([C:26](=[O:27])[N:28]2[CH2:29][CH2:30][N:31]([CH2:34][CH2:35][Cl:36])[CH2:32][CH2:33]2)[cH:37][cH:38][c:39]1[O:40][CH3:41].[CH3:44][S:45]([CH3:46])=[O:47].[Cl-:42].[H-:19].[NH4+:43].[Na+:20].[n:1]1[c:2]([NH:7][C:8](=[O:9])[c:10]2[nH:11][c:12]3[c:13]([n:14]2)[cH:15][cH:16][cH:17][cH:18]3)[cH:3][cH:4][cH:5][cH:6]1>>[n:1]1[c:2]([NH:7][C:8](=[O:9])[c:10]2[n:11]([CH2:35][CH2:34][N:31]3[CH2:30][CH2:29][N:28]([C:26]([c:25]4[cH:24][c:23]([O:22][CH3:21])[c:39]([O:40][CH3:41])[cH:38][cH:37]4)=[O:27])[CH2:33][CH2:32]3)[c:12]3[c:13]([n:14]2)[cH:15][cH:16][cH:17][cH:18]3)[cH:3][cH:4][cH:5][cH:6]1. Reactants: COCCCCl (3-methoxy-1-chloropropane), [Mg] (magnesium), FCC#N (fluoroacetonitrile), [C-]#N.[Na+] (sodium cyanide), [Cl-].[NH4+] (ammonium chloride), II. Run in C1CCOC1 (THF), C1CCOC1 (THF), O (water). Conditions: temperature -30 celsius. The product is COCCC[Mg]Cl (3-methoxypropyl magnesium chloride), FCC(C#N)(CCCOC)N (2-fluoromethyl-2-amino-5-methoxyvaleronitrile). Reaction SMILES: [CH3:1][O:2][CH2:3][CH2:4][CH2:5]Cl.[Mg:7].[F:8][CH2:9][C:10]#[N:11].[C-:12]#[N:13].[Na+].[Cl-:15].[NH4+]>C1COCC1.O>[CH3:1][O:2][CH2:3][CH2:4][CH2:5][Mg:7][Cl:15].[F:8][CH2:9][C:10]([NH2:11])([CH2:5][CH2:4][CH2:3][O:2][CH3:1])[C:12]#[N:13] |f:3.4,5.6|. Procedure: Under an atmosphere of nitrogen, 3-methoxypropyl magnesium chloride is prepared from 3-methoxy-1-chloropropane (5.43 g, 50 mmol, prepared according to Haworth and Perkin, Chem. Zentralblatt II 1271 (1912) and magnesium turnings (1.22 g, 50 mmol) in dry THF (50 ml). The mixture is heated under reflux for 3 hours, then cooled to -30° C. and a solution of fluoroacetonitrile (2.95 g, 50 mmol) in THF (30 ml) is added during 20 minutes. After keeping the mixture at -30° C. for 1/2 hour more, a solutio... Reactants: NC[C@@H]1[C@@H](CN(CC1)C(=O)OCC1=CC=C(C=C1)C)F ((±)-cis-4-methylbenzyl 4-(aminomethyl)-3-fluoropiperidine-1-carboxylate), ClC1=NC=CC=N1 (2-chloropyrimidine), C(=O)(O)[O-].[Na+] (NaHCO3). The solvent is CCOC(=O)C (EtOAc), C(CCC)O.C(C)(C)N(CC)C(C)C (n-butanol diisopropyl-ethylamine). Run at temperature 140 celsius, time 2 hour. Yields the product F[C@@H]1CN(CC[C@@H]1CNC1=NC=CC=N1)C(=O)OCC1=CC=C(C=C1)C (racemic cis-4-methylbenzyl 3-fluoro-4-[(pyrimidin-2-ylamino)methyl]piperidine-1-carboxylate). Yield: 145.8%. RXN SMILES: [NH2:1][CH2:2][C@H:3]1[CH2:8][CH2:7][N:6]([C:9]([O:11][CH2:12][C:13]2[CH:18]=[CH:17][C:16]([CH3:19])=[CH:15][CH:14]=2)=[O:10])[CH2:5][C@H:4]1[F:20].Cl[C:22]1[N:27]=[CH:26][CH:25]=[CH:24][N:23]=1.C([O-])(O)=O.[Na+]>C(O)CCC.C(N(C(C)C)CC)(C)C.CCOC(C)=O>[F:20][C@H:4]1[C@@H:3]([CH2:2][NH:1][C:22]2[N:27]=[CH:26][CH:25]=[CH:24][N:23]=2)[CH2:8][CH2:7][N:6]([C:9]([O:11][CH2:12][C:13]2[CH:14]=[CH:15][C:16]([CH3:19])=[CH:17][CH:18]=2)=[O:10])[CH2:5]1 |f:2.3,4.5|. Procedure details: Two sealed tubes were each charged with a mixture of crude (±)-cis-4-methylbenzyl 4-(aminomethyl)-3-fluoropiperidine-1-carboxylate (Step 6, 3.7 g, 13.2 mmol) and 2-chloropyrimidine (1.51 g, 13.2 mmol) in n-butanol/diisopropyl-ethylamine (1:1, 13 mL). The tubes were sealed and the mixtures heated to 140° C. and stirred for 2 h. After cooling to RT, the reaction mixtures were combined and diluted with EtOAc and sat NaHCO3. The layers were separated and the organic was washed with H2O and brine, dr... Reactants: C1(CC1)C(=O)NC1=CC(=C(C(=O)O)C=C1Cl)OC (4-cyclopropylcarbonylamino-5-chloro-2-methoxybenzoic acid), [OH-].[K+] (potassium hydroxide), [H][H] (hydrogen). Reagents/catalysts: [C].[Pd] (palladium-carbon). Run in CO (methanol). Product: C1(CC1)C(=O)NC1=CC(=C(C(=O)O)C=C1)OC (4-cyclopropylcarbonylamino-2-methoxybenzoic acid). RXN SMILES: [CH:1]1([C:4]([NH:6][C:7]2[C:15](Cl)=[CH:14][C:10]([C:11]([OH:13])=[O:12])=[C:9]([O:17][CH3:18])[CH:8]=2)=[O:5])[CH2:3][CH2:2]1.[OH-].[K+].[H][H]>CO.[C].[Pd]>[CH:1]1([C:4]([NH:6][C:7]2[CH:15]=[CH:14][C:10]([C:11]([OH:13])=[O:12])=[C:9]([O:17][CH3:18])[CH:8]=2)=[O:5])[CH2:3][CH2:2]1 |f:1.2,5.6|. Reported procedure: A 2.0 g portion of 4-cyclopropylcarbonylamino-5-chloro-2-methoxybenzoic acid and 856 mg of potassium hydroxide were dissolved in 30 ml of methanol, and 600 mg of 10% palladium-carbon powder was added, followed by stirring at room temperature for 9 hours in an atmosphere of hydrogen. The reaction solution was filtered, and the filtrate was concentrated under a reduced pressure, diluted with 1N hydrochloric acid aqueous solution and then extracted with chloroform. The organic layer was washed with... Reactants: FC=1C=C(C#N)C=CC1 (3-fluorobenzonitrile), Cl (hydrochloric acid), C[Si](N[Si](C)(C)C)(C)C (hexamethyldisilazane), solution, C(CCC)[Li] (n-butyllithium). Solvent: O (Water), C(C)OCC (diethyl ether), CCCCCC (hexane). Run at time 2 hour. The product is Cl.FC=1C=C(C=CC1)C(N)=N (3-Fluorobenzenecarboximidamide hydrochloride). As a reaction SMILES: C[Si](C)(C)[NH:3][Si](C)(C)C.C([Li])CCC.[F:15][C:16]1[CH:17]=[C:18]([CH:21]=[CH:22][CH:23]=1)[C:19]#[N:20].[ClH:24]>C(OCC)C.CCCCCC.O>[ClH:24].[F:15][C:16]1[CH:17]=[C:18]([C:19](=[NH:3])[NH2:20])[CH:21]=[CH:22][CH:23]=1 |f:7.8|. Procedure details: To a solution of hexamethyldisilazane (13.8 g, 85.6 mmol) in diethyl ether (143 ml) was added dropwise a 1.6 N solution (53.5 ml, 85.6 mmol) of n-butyllithium in hexane under ice-cooling. Thereto 3-fluorobenzonitrile (5.00 g, 41.3 mmol) was added, followed by stirring at room temperature for 2 hours. Thereto 3 N hydrochloric acid (57 ml) was added dropwiseunder ice-cooling, and the reaction mixture was stirred at room temperature for 0.5 hour. Water (200 ml) was added thereto, and the ether laye...